Dataset: the Open Reaction Database (ORD), a public repository of structured organic reaction records. Task: describe an organic reaction: reactants, conditions, products, and yield The product is S(N)(=O)(=O)C1=C(C=CC=C1)NS(=O)(=O)C=1C=C2CCCC2=CC1 (N-(2-Sulfamoylphenyl)-2,3-dihydro-1H-indene-5-sulfonamide). The yield is 31.2%. RXN SMILES: [CH2:1]1[C:9]2[C:4](=[CH:5][C:6]([S:10](Cl)(=[O:12])=[O:11])=[CH:7][CH:8]=2)[CH2:3][CH2:2]1.[NH2:14][C:15]1[CH:20]=[CH:19][CH:18]=[CH:17][C:16]=1[S:21]([NH2:24])(=[O:23])=[O:22]>N1C=CC=CC=1>[S:21]([C:16]1[CH:17]=[CH:18][CH:19]=[CH:20][C:15]=1[NH:14][S:10]([C:6]1[CH:5]=[C:4]2[C:9](=[CH:8][CH:7]=1)[CH2:1][CH2:2][CH2:3]2)(=[O:12])=[O:11])(=[O:22])(=[O:23])[NH2:24]. The reactants are C1CCC2=CC(=CC=C12)S(=O)(=O)Cl (Indan-5-sulfonyl chloride), NC1=C(C=CC=C1)S(=O)(=O)N (2-amino-benzenesulfonamide). Procedure: Indan-5-sulfonyl chloride (43 mg, 0.2 mmol) was added to a pyridine stock solution of 1.34M 2-amino-benzenesulfonamide (0.150 mL, 0.2 mmol). The reaction mixture was shaken overnight followed by solvent removal under vacuo. The crude mixture was dissolved in DMSO and purified by preparative HPLC (XTerra MS C8 column, acetonitrile/ammonium acetate buffer) to give the title compound (22 mg, 32%) as a white solid. MS m/z M−H 351. Rf 0.91 min (see above system in General procedure for Examples 23-43... Run in N1=CC=CC=C1 (pyridine). Run at time 8 hour. Starting materials: C(C)(=O)C1=CC=CC=C1 (acetophenone), RuCl[(S)-xylbinap][(S)-daipen], CC(C)(C)[O-].[K+] (t-BuOK). Reagents/catalysts: [Ru] (ruthenium). Run in CC(C)O (2-propanol). Run at temperature 30 celsius, time 10 minute. The product is C1(=CC=CC=C1)[C@H](C)O ((S)-1-phenylethanol). As a reaction SMILES: [C:1]([C:4]1[CH:9]=[CH:8][CH:7]=[CH:6][CH:5]=1)(=[O:3])[CH3:2].CC([O-])(C)C.[K+]>[Ru].CC(O)C>[C:4]1([C@@H:1]([OH:3])[CH3:2])[CH:9]=[CH:8][CH:7]=[CH:6][CH:5]=1 |f:1.2|. Procedure details: Under nitrogen stream, acetophenone (20 mmol), RuCl[(S)-xylbinap][(S)-daipen] (1/100 molar fold of acetophenone) and t-BuOK (5 molar folds of the ruthenium catalyst) were added to a Schlenk tube. 2-propanol (8.3 mL per 100 mg of acetophenone) was added, then stirred for 10 minutes at 30° C. As a result of analysis of the reaction mixture by gas chromatography (Chirasil-DEX CB), it was found that the conversion rate is 94%, and the optical purity is 98.4% ee. The reactants are COC1=CC=C2CCCC(C2=C1)=O (7-methoxytetralone), C(C1=CC=CC=C1)N (benzylamine). Solvent: C1(=CC=CC=C1)C (toluene). Yields the product COC1=CC=C2CCC=C(C2=C1)NCC1=CC=CC=C1 (3,4-dihydro-7-methoxy-N-(phenylmethyl)-1-naphthalenamine). Reaction SMILES: [CH3:1][O:2][C:3]1[CH:12]=[C:11]2[C:6]([CH2:7][CH2:8][CH2:9][C:10]2=O)=[CH:5][CH:4]=1.[CH2:14]([NH2:21])[C:15]1[CH:20]=[CH:19][CH:18]=[CH:17][CH:16]=1>C1(C)C=CC=CC=1>[CH3:1][O:2][C:3]1[CH:12]=[C:11]2[C:6]([CH2:7][CH2:8][CH:9]=[C:10]2[NH:21][CH2:14][C:15]2[CH:20]=[CH:19][CH:18]=[CH:17][CH:16]=2)=[CH:5][CH:4]=1. Procedure: A mixture containing 7-methoxytetralone (25.0 g), benzylamine (15.8 mL), toluene and 4 Å molecular sieves (42.0 g) was heated at reflux for 3.5 h. The mixture was cooled to room temperature, filtered through a layer of Florisil® and concentrated under reduced pressure to yield 42.1 g of crude title compound of Step A.